Dataset: the Open Reaction Database (ORD), a public repository of structured organic reaction records. Task: describe an organic reaction: reactants, conditions, products, and yield Starting materials: COC(CCC=1C(N(CC1)C)=O)=O (3-(1-methyl-2-oxo-2,5-dihydro-1H-pyrrol-3-yl)-propionic acid methyl ester), C(C)(=O)O (acetic acid), methanolic suspension, NO[K] (NH2OK). The solvent is CO (methanol), CO.C(Cl)(Cl)Cl (methanol chloroform). Reaction conditions: temperature 0 celsius, time 1 hour. The product is ONC(CCC=1C(N(CC1)C)=O)=O (N-hydroxy-3-(1-methyl-2-oxo-2,5-dihydro-1H-pyrrol-3-yl)-propionamide). Yield: 59.0%. Reaction SMILES: C[O:2][C:3](=O)[CH2:4][CH2:5][C:6]1[C:7](=[O:12])[N:8]([CH3:11])[CH2:9][CH:10]=1.[NH2:14][O:15][K].C(O)(=O)C>CO.CO.C(Cl)(Cl)Cl>[OH:15][NH:14][C:3](=[O:2])[CH2:4][CH2:5][C:6]1[C:7](=[O:12])[N:8]([CH3:11])[CH2:9][CH:10]=1 |f:4.5|. Procedure: 18 mg of 3-(1-methyl-2-oxo-2,5-dihydro-1H-pyrrol-3-yl)-propionic acid methyl ester (2g) prepared by the above Step 2 was dissolved in methanol solution (0.1 mM) and then 1.7 M methanolic suspension solution containing NH2OK (0.09 ml, 0.15 mM) was added thereto at 0° C. and the resulting mixture was stirred for 1 hr at room temperature. The resulting mixture was neutralized with 0.03 ml of acetic acid, diluted with 10% methanol/chloroform solution, filtered and concentrated in vacuo. The resultin... Starting materials: Cc1oc(-c2ccccc2)nc1C(=O)O, [Cl-], [NH4+], [OH-]. The product is Cc1oc(-c2ccccc2)nc1C(N)=O. As a reaction SMILES: [CH3:2][c:3]1[c:4]([C:14](=[O:15])[OH:16])[n:5][c:6](-[c:8]2[cH:9][cH:10][cH:11][cH:12][cH:13]2)[o:7]1.[Cl-:1].[NH4+:17].[OH-:18]>>[CH3:2][c:3]1[c:4]([C:14](=[O:16])[NH2:17])[n:5][c:6](-[c:8]2[cH:9][cH:10][cH:11][cH:12][cH:13]2)[o:7]1. Starting materials: COc1ccc(CNCC#Cc2ccnc(C(=O)N3CCCN(C(=O)OC(C)(C)C)CC3)c2)c(OC)c1, CC#N, O=C(ON1C(=O)CCC1=O)c1cc(Cl)c[nH]1, [Na+], O=C([O-])O, O. The product is COc1ccc(CN(CC#Cc2ccnc(C(=O)N3CCCN(C(=O)OC(C)(C)C)CC3)c2)C(=O)c2cc(Cl)c[nH]2)c(OC)c1. Reaction SMILES: [CH3:17][O:18][c:19]1[c:20]([CH2:21][NH:22][CH2:23][C:24]#[C:25][c:26]2[cH:27][c:28]([C:32](=[O:33])[N:34]3[CH2:35][CH2:36][N:37]([C:41](=[O:42])[O:43][C:44]([CH3:45])([CH3:46])[CH3:47])[CH2:38][CH2:39][CH2:40]3)[n:29][cH:30][cH:31]2)[cH:48][cH:49][c:50]([O:52][CH3:53])[cH:51]1.[CH3:59][C:60]#[N:61].[Cl:1][c:2]1[cH:3][c:4]([C:7]([O:9][N:8]2[C:10](=[O:11])[CH2:12][CH2:13][C:14]2=[O:15])=[O:16])[nH:5][cH:6]1.[Na+:58].[O-:54][C:55]([OH:56])=[O:57].[OH2:62]>>[Cl:1][c:2]1[cH:3][c:4]([C:7](=[O:9])[N:22]([CH2:21][c:20]2[c:19]([O:18][CH3:17])[cH:51][c:50]([O:52][CH3:53])[cH:49][cH:48]2)[CH2:23][C:24]#[C:25][c:26]2[cH:27][c:28]([C:32](=[O:33])[N:34]3[CH2:35][CH2:36][N:37]([C:41](=[O:42])[O:43][C:44]([CH3:45])([CH3:46])[CH3:47])[CH2:38][CH2:39][CH2:40]3)[n:29][cH:30][cH:31]2)[nH:5][cH:6]1. The reactants are Cl (hydrochloric acid), COC1=C(OC=2C(=NC(=NC2Cl)Cl)Cl)C=CC=C1 (5-(2-methoxyphenoxy)-2,4,6-trichloropyrimidine), O (water), C(C)(C)(C)C1=CC=C(C=C1)S(=O)(=O)N.[K] (Potassium 4-t-butylbenzenesulfonamide). The solvent is CS(=O)C (dimethyl sulfoxide). Run at time 30 minute. Yields the product C(C)(C)(C)C1=CC=C(C=C1)S(=O)(=O)NC1=NC(=NC(=C1OC1=C(C=CC=C1)OC)Cl)Cl (4-t-butyl-N-[2,6-dichloro-5-(2-methoxyphenoxy)-4-pyrimidinyl]benzenesulfonamide). Yield: 65.1%. As a reaction SMILES: [CH3:1][O:2][C:3]1[CH:18]=[CH:17][CH:16]=[CH:15][C:4]=1[O:5][C:6]1[C:7]([Cl:14])=[N:8][C:9]([Cl:13])=[N:10][C:11]=1Cl.[C:19]([C:23]1[CH:28]=[CH:27][C:26]([S:29]([NH2:32])(=[O:31])=[O:30])=[CH:25][CH:24]=1)([CH3:22])([CH3:21])[CH3:20].[K].O.Cl>CS(C)=O>[C:19]([C:23]1[CH:28]=[CH:27][C:26]([S:29]([NH:32][C:11]2[C:6]([O:5][C:4]3[CH:15]=[CH:16][CH:17]=[CH:18][C:3]=3[O:2][CH3:1])=[C:7]([Cl:14])[N:8]=[C:9]([Cl:13])[N:10]=2)(=[O:30])=[O:31])=[CH:25][CH:24]=1)([CH3:22])([CH3:20])[CH3:21] |f:1.2,^1:32|. Procedure: 5-(2-Methoxyphenoxy)-2,4,6-trichloropyrimidine (4) (4.8 g; 15.6 mmol) was dissolved in dimethyl sulfoxide (45 ml). Potassium 4-t-butylbenzenesulfonamide (8.0 g; 32 mmol) was added to the mixture while being cooled on ice, and the mixture was stirred for 30 minutes at room temperature. The reaction mixture was poured into water, made acidic with hydrochloric acid, and extracted with ethyl acetate, washed with water, dried over anhydrous sodium sulfate, and evaporated. The residue was recrystalliz... Starting materials: [Cl-] (chloride), ClC=1C2=C(N=C(N1)C1=CC(=CC=C1)Cl)CCC2 (4-chloro-2-(3-chlorophenyl)-6,7-dihydro-5H-cyclopenta[d]pyrimidine), CC1(OB(OC1(C)C)CC1=CC=C(C=C1)CC(=O)OC)C (methyl 2-(4-((4,4,5,5-tetramethyl-1,3,2-dioxaborolan-2-yl)methyl)phenyl)acetate), C(=O)([O-])[O-].[Na+].[Na+] (Na2CO3). The reagents and catalysts are C1=CC=C(C=C1)P([C-]2C=CC=C2)C3=CC=CC=C3.C1=CC=C(C=C1)P([C-]2C=CC=C2)C3=CC=CC=C3.Cl[Pd]Cl.[Fe+2] (Pd(dppf)Cl2). Solvent: O (water), O1CCOCC1 (Dioxane). Product: ClC=1C=C(C=CC1)C=1N=C(C2=C(N1)CCC2)CC2=CC=C(C=C2)CC(=O)OC (methyl 2-(4-((2-(3-chlorophenyl)-6,7-dihydro-5H-cyclopenta[d]pyrimidin-4-yl)methyl)phenyl)acetate). The yield is 20.8%. Reaction SMILES: Cl[C:2]1[C:3]2[CH2:17][CH2:16][CH2:15][C:4]=2[N:5]=[C:6]([C:8]2[CH:13]=[CH:12][CH:11]=[C:10]([Cl:14])[CH:9]=2)[N:7]=1.CC1(C)C(C)(C)OB([CH2:26][C:27]2[CH:32]=[CH:31][C:30]([CH2:33][C:34]([O:36][CH3:37])=[O:35])=[CH:29][CH:28]=2)O1.C([O-])([O-])=O.[Na+].[Na+].[Cl-]>C1C=CC(P(C2C=CC=CC=2)[C-]2C=CC=C2)=CC=1.C1C=CC(P(C2C=CC=CC=2)[C-]2C=CC=C2)=CC=1.Cl[Pd]Cl.[Fe+2].O.O1CCOCC1>[Cl:14][C:10]1[CH:9]=[C:8]([C:6]2[N:7]=[C:2]([CH2:26][C:27]3[CH:28]=[CH:29][C:30]([CH2:33][C:34]([O:36][CH3:37])=[O:35])=[CH:31][CH:32]=3)[C:3]3[CH2:17][CH2:16][CH2:15][C:4]=3[N:5]=2)[CH:13]=[CH:12][CH:11]=1 |f:2.3.4,6.7.8.9|. Procedure: A 20-mL vial, with stirrer bar, was charged with 4-chloro-2-(3-chlorophenyl)-6,7-dihydro-5H-cyclopenta[d]pyrimidine (318 mg, 1.20 mol, 1.0 eq.), methyl 2-(4-((4,4,5,5-tetramethyl-1,3,2-dioxaborolan-2-yl)methyl)phenyl)acetate (350 mg, 1.20 mmol, 1.0 eq.), Pd(dppf)Cl2 (98 mg, 0.12 mmol, 0.10 eq.), and powdered Na2CO3 (383 mg, 3.61 mmol, 3.0 eq.). Dioxane (8 mL) and water (4 mL) were added. The resulting mixture was stirred under Ar at 90° C. for 3.5 hrs until the starting chloride was consumed. Af... Starting materials: ice water, ClC1=C(C=C(CO)C=C1)[N+](=O)[O-] (4-chloro-3-nitrobenzyl alcohol), ClC1=NC=CN=C1Cl (2,3-dichloropyrazine), [S-2].[Na+].[Na+] (sodium sulfide). Run in CS(=O)C (dimethyl sulfoxide). Run at time 15 hour. The product is ClC=1C(=NC=CN1)SC1=C(C=C(CO)C=C1)[N+](=O)[O-] (4-[(3-Chloropyrazin-2-yl)thio]-3-nitrobenzyl alcohol). The yield is 67.3%. RXN SMILES: Cl[C:2]1[CH:9]=[CH:8][C:5]([CH2:6][OH:7])=[CH:4][C:3]=1[N+:10]([O-:12])=[O:11].[S-2:13].[Na+].[Na+].[Cl:16][C:17]1[C:22](Cl)=[N:21][CH:20]=[CH:19][N:18]=1>CS(C)=O>[Cl:16][C:17]1[C:22]([S:13][C:2]2[CH:9]=[CH:8][C:5]([CH2:6][OH:7])=[CH:4][C:3]=2[N+:10]([O-:12])=[O:11])=[N:21][CH:20]=[CH:19][N:18]=1 |f:1.2.3|. Reported procedure: 1.876 g of 4-chloro-3-nitrobenzyl alcohol was dissolved in 20 ml of dimethyl sulfoxide. After adding 820 mg of anhydrous sodium sulfide, the resulting mixture was stirred at room temperature for 15 hours. After adding 1.19 g of 2,3-dichloropyrazine thereto, the reaction mixture was stirred at 100° C. for 1 hour. After adding ice/water, the reaction mixture was extracted with ethyl acetate, washed successively with water, 1 N hydrochloric acid, water, 1 N sodium hydroxide, and a saturated aqueous...